From a dataset of the Open Reaction Database (ORD), a public repository of structured organic reaction records. describe an organic reaction: reactants, conditions, products, and yield Reactants: NC=1C(=C(C=CC1)C1=C(N=C(C=2NC3=CC(=CC=C3C21)OCCOC)C(=O)N)C)C (4-(3-amino-2-methylphenyl)-7-(2-methoxyethoxy)-3-methyl-9H-pyrido[3,4-b]indole-1-carboxamide), N1C(OC(C2=C1C=CC=C2)=O)=O (1H-benzo[d][1,3]oxazine-2,4-dione), COC(OC)OC (trimethoxymethane), O.O.O.O.O.O.[N+](=O)([O-])[O-].[La+3].[N+](=O)([O-])[O-].[N+](=O)([O-])[O-] (lanthanum nitrate hexahydrate). Solvent: O1CCCC1 (tetrahydrofuran), CCOC(=O)C (EtOAc), O (water), CO (MeOH), CS(=O)C (DMSO). Conditions: temperature 95 celsius. Product: COCCOC1=CC=C2C3=C(NC2=C1)C(=NC(=C3C3=C(C(=CC=C3)N3C=NC1=CC=CC=C1C3=O)C)C)C(=O)N (7-(2-methoxyethoxy)-3-methyl-4-(2-methyl-3-(4-oxoquinazolin-3(4H)-yl)phenyl)-9H-pyrido[3,4-b]indole-1-carboxamide). Yield: 7.8%. RXN SMILES: [NH2:1][C:2]1[C:3]([CH3:30])=[C:4]([C:8]2[C:20]3[C:19]4[C:14](=[CH:15][C:16]([O:21][CH2:22][CH2:23][O:24][CH3:25])=[CH:17][CH:18]=4)[NH:13][C:12]=3[C:11]([C:26]([NH2:28])=[O:27])=[N:10][C:9]=2[CH3:29])[CH:5]=[CH:6][CH:7]=1.[NH:31]1[C:36]2[CH:37]=[CH:38][CH:39]=[CH:40][C:35]=2[C:34](=O)[O:33][C:32]1=O.COC(OC)OC.O.O.O.O.O.O.[N+]([O-])([O-])=O.[La+3].[N+]([O-])([O-])=O.[N+]([O-])([O-])=O>O1CCCC1.CCOC(C)=O.O.CO.CS(C)=O>[CH3:25][O:24][CH2:23][CH2:22][O:21][C:16]1[CH:15]=[C:14]2[C:19]([C:20]3[C:8]([C:4]4[CH:5]=[CH:6][CH:7]=[C:2]([N:1]5[C:34](=[O:33])[C:35]6[C:36](=[CH:37][CH:38]=[CH:39][CH:40]=6)[N:31]=[CH:32]5)[C:3]=4[CH3:30])=[C:9]([CH3:29])[N:10]=[C:11]([C:26]([NH2:28])=[O:27])[C:12]=3[NH:13]2)=[CH:18][CH:17]=1 |f:3.4.5.6.7.8.9.10.11.12|. Procedure details: A sealed pressure tube containing 4-(3-amino-2-methylphenyl)-7-(2-methoxyethoxy)-3-methyl-9H-pyrido[3,4-b]indole-1-carboxamide (0.364 g, 0.9 mmol), 1H-benzo[d][1,3]oxazine-2,4-dione (0.367 g, 2.250 mmol), trimethoxymethane (0.887 ml, 8.10 mmol) and lanthanum nitrate hexahydrate (0.117 g, 0.270 mmol) in tetrahydrofuran (Volume: 4.50 ml) was heated at 95° C. overnight. The reaction was cooled to room temperature, diluted with EtOAc (100 mL) and water (30 mL); the insolubles were filtered, and the ... The reactants are O=C([O-])[O-], CS(C)=O, Cc1cc([N+](=O)[O-])cc(C)c1F, [K+], [K+], CC(C)Cc1n[nH]c2ccc(O)cc12. Product: Cc1cc([N+](=O)[O-])cc(C)c1Oc1ccc2[nH]nc(CC(C)C)c2c1. As a reaction SMILES: [C:15](=[O:16])([O-:17])[O-:18].[CH3:33][S:34]([CH3:35])=[O:36].[F:21][c:22]1[c:23]([CH3:32])[cH:24][c:25]([N+:29](=[O:30])[O-:31])[cH:26][c:27]1[CH3:28].[K+:19].[K+:20].[OH:1][c:2]1[cH:3][c:4]2[c:5]([CH2:11][CH:12]([CH3:13])[CH3:14])[n:6][nH:7][c:8]2[cH:9][cH:10]1>>[O:1]([c:2]1[cH:3][c:4]2[c:5]([CH2:11][CH:12]([CH3:13])[CH3:14])[n:6][nH:7][c:8]2[cH:9][cH:10]1)[c:22]1[c:23]([CH3:32])[cH:24][c:25]([N+:29](=[O:30])[O-:31])[cH:26][c:27]1[CH3:28].